Dataset: the Open Reaction Database (ORD), a public repository of structured organic reaction records. Task: describe an organic reaction: reactants, conditions, products, and yield Starting materials: Cn1nc(Cl)cc(Br)c1=O, C1CCOC1, C1COCCO1, CN1CCn2nc(N)cc2C1, C[Si](C)(C)[N-][Si](C)(C)C, O=C(C=Cc1ccccc1)C=Cc1ccccc1, O=C(C=Cc1ccccc1)C=Cc1ccccc1, O=C(C=Cc1ccccc1)C=Cc1ccccc1, Cl, [Li+], O, [Pd], [Pd]. Yields the product CN1CCn2nc(Nc3cc(Cl)nn(C)c3=O)cc2C1. RXN SMILES: [Br:1][c:2]1[c:3](=[O:10])[n:4]([CH3:9])[n:5][c:6]([Cl:8])[cH:7]1.[CH2:32]1[O:33][CH2:34][CH2:35][CH2:36]1.[CH2:95]1[O:96][CH2:97][CH2:98][O:99][CH2:100]1.[CH3:11][N:12]1[CH2:13][c:14]2[n:15]([n:18][c:19]([NH2:21])[cH:20]2)[CH2:16][CH2:17]1.[CH3:22][Si:23]([CH3:24])([CH3:25])[N-:26][Si:27]([CH3:28])([CH3:29])[CH3:30].[CH:41](=[CH:42][C:43]([CH:44]=[CH:45][c:46]1[cH:47][cH:48][cH:49][cH:50][cH:51]1)=[O:52])[c:53]1[cH:54][cH:55][cH:56][cH:57][cH:58]1.[CH:59](=[CH:60][C:61]([CH:62]=[CH:63][c:64]1[cH:65][cH:66][cH:67][cH:68][cH:69]1)=[O:70])[c:71]1[cH:72][cH:73][cH:74][cH:75][cH:76]1.[CH:77](=[CH:78][C:79]([CH:80]=[CH:81][c:82]1[cH:83][cH:84][cH:85][cH:86][cH:87]1)=[O:88])[c:89]1[cH:90][cH:91][cH:92][cH:93][cH:94]1.[ClH:37].[Li+:31].[OH2:38].[Pd:39].[Pd:40]>>[c:2]1([NH:21][c:19]2[n:18][n:15]3[c:14]([cH:20]2)[CH2:13][N:12]([CH3:11])[CH2:17][CH2:16]3)[c:3](=[O:10])[n:4]([CH3:9])[n:5][c:6]([Cl:8])[cH:7]1. Reactants: NC1=CC2=C(OC3(CC3)C2=O)C=C1 (5-aminospiro[benzo[b]furan-2(3H),1'-cyclopropane]-3-one), ice water, [O-]C#N.[Na+] (sodium cyanate). The solvent is CO (methanol), C(C)(=O)O (acetic acid). Product: N(C(=O)N)C1=CC2=C(OC3(CC3)C2=O)C=C1 (5-ureidospiro[benzo[b]furan-2(3H),1'-cyclopropane]-3-one). Isolated yield 169.6%. Reaction SMILES: [NH2:1][C:2]1[CH:13]=[CH:12][C:5]2[O:6][C:7]3([C:10](=[O:11])[C:4]=2[CH:3]=1)[CH2:9][CH2:8]3.[O-:14][C:15]#[N:16].[Na+]>CO.C(O)(=O)C>[NH:1]([C:2]1[CH:13]=[CH:12][C:5]2[O:6][C:7]3([C:10](=[O:11])[C:4]=2[CH:3]=1)[CH2:9][CH2:8]3)[C:15]([NH2:16])=[O:14] |f:1.2|. Procedure: To a solution of 5-aminospiro[benzo[b]furan-2(3H),1'-cyclopropane]-3-one (1.75 g.) in methanol (10 ml.) and acetic acid (5 ml.) was added dropwise 2 ml. of aqueous solution of sodium cyanate (130 mg.), and the mixture was stirred for 2 hours at room temperature. To the reaction mixture was added ice-water, and the precipitated crystals were collected by filtration and recrystallized from ethanol to give colorless needles of 5-ureidospiro[benzo[b]furan-2(3H),1'-cyclopropane]-3-one (0.74 g.). Starting materials: O1C(CCCC1)ON (O-(tetrahydro-2H-pyran-2-yl)hydroxylamine), C=1C=CC2=C(C1)N=NN2O (HOBT), C(=O)(O)[O-].[Na+] (NaHCO3), FC1=CC=C(C=C1)[C@@H](C[C@@H](C(=O)O)CCCC)OC ((S)-2-((R)-2-(4-fluorophenyl)-2-methoxyethyl)hexanoic acid), CCN=C=NCCCN(C)C.Cl (EDC.HCl). Run in C(Cl)Cl (DCM). Conditions: time 3 hour. Yields the product FC1=CC=C(C=C1)[C@@H](C[C@@H](C(=O)NOC1OCCCC1)CCCC)OC ((2S)-2-((R)-2-(4-fluorophenyl)-2-methoxyethyl)-N-(tetrahydro-2H-pyran-2-yloxy)hexanamide). RXN SMILES: [O:1]1[CH2:6][CH2:5][CH2:4][CH2:3][CH:2]1[O:7][NH2:8].C1C=CC2N(O)N=NC=2C=1.C([O-])(O)=O.[Na+].[F:24][C:25]1[CH:30]=[CH:29][C:28]([C@H:31]([O:41][CH3:42])[CH2:32][C@H:33]([CH2:37][CH2:38][CH2:39][CH3:40])[C:34](O)=[O:35])=[CH:27][CH:26]=1.CCN=C=NCCCN(C)C.Cl>C(Cl)Cl>[F:24][C:25]1[CH:26]=[CH:27][C:28]([C@H:31]([O:41][CH3:42])[CH2:32][C@H:33]([CH2:37][CH2:38][CH2:39][CH3:40])[C:34]([NH:8][O:7][CH:2]2[CH2:3][CH2:4][CH2:5][CH2:6][O:1]2)=[O:35])=[CH:29][CH:30]=1 |f:2.3,5.6|. Procedure details: To a mixture of O-(tetrahydro-2H-pyran-2-yl)hydroxylamine (73.8 mg, 0.63 mmol), HOBT (340 mg, 2.5 mmol), NaHCO3 (423 mg, 2.9 mmol), and the (S)-2-((R)-2-(4-fluorophenyl)-2-methoxyethyl)hexanoic acid in 30 mL DCM was added EDC.HCl (407 mg, 2.1 mmol) as solid. The reaction mixture was stirred for 3 h at room temperature and then the solvent was removed under reduced pressure. The product was isolated by flash column chromatography, eluting with 10% to 60% EtOAc/Hexane gradient solvent to give 128 ... Starting materials: NC=1C=C(C=CC1N)O (3,4-diaminophenol), COC(=O)NC(SC)=NC(=O)OC (1,3-bis(methoxycarbonyl)-2-methyl-2-thiopseudourea). The solvent is C(C)(=O)O (acetic acid), CO (methanol). The product is COC(NC1=NC2=C(N1)C=CC(=C2)O)=O ((5-hydroxy-1H-benzoimidazol-2-yl)-carbamic acid methyl ester). The yield is 109.7%. RXN SMILES: [NH2:1][C:2]1[CH:3]=[C:4]([OH:9])[CH:5]=[CH:6][C:7]=1[NH2:8].[CH3:10][O:11][C:12]([NH:14][C:15](=NC(OC)=O)SC)=[O:13]>CO.C(O)(=O)C>[CH3:10][O:11][C:12](=[O:13])[NH:14][C:15]1[NH:8][C:7]2[CH:6]=[CH:5][C:4]([OH:9])=[CH:3][C:2]=2[N:1]=1. Procedure details: 6 g of 3,4-diaminophenol were combined with 9.8 g of 1,3-bis(methoxycarbonyl)-2-methyl-2-thiopseudourea in 50 ml methanol and 30 ml acetic acid. The reaction mixture was refluxed for 4 hours. Solvents were then evaporated under reduce pressure yielding 10.8 g crude (5-hydroxy-1H-benzoimidazol-2-yl)-carbamic acid methyl ester. The residue was subjected to flash chromatography eluting with a mixture of dichloromethane-methanol (9:1; v/v) to give 5.6 g of a beige solid. Mass spectrum: 208 [M+H]+, r... Reactants: COC(=O)C(C)Br, O=C([O-])[O-], CCC(C)=O, Cc1nn(-c2cc(Oc3ccc(O)cc3Cl)c(Cl)cc2Cl)c(=O)n1C(F)F, [K+], [K+]. Yields the product COC(=O)C(C)Oc1ccc(Oc2cc(-n3nc(C)n(C(F)F)c3=O)c(Cl)cc2Cl)c(Cl)c1. Reaction SMILES: [Br:28][CH:29]([C:30](=[O:31])[O:32][CH3:33])[CH3:34].[C:35](=[O:36])([O-:37])[O-:38].[CH2:41]([C:42]([CH3:43])=[O:44])[CH3:45].[Cl:1][c:2]1[c:3](-[n:18]2[n:19][c:20]([CH3:27])[n:21]([CH:24]([F:25])[F:26])[c:22]2=[O:23])[cH:4][c:5]([O:9][c:10]2[c:11]([Cl:17])[cH:12][c:13]([OH:16])[cH:14][cH:15]2)[c:6]([Cl:8])[cH:7]1.[K+:39].[K+:40]>>[Cl:1][c:2]1[c:3](-[n:18]2[n:19][c:20]([CH3:27])[n:21]([CH:24]([F:25])[F:26])[c:22]2=[O:23])[cH:4][c:5]([O:9][c:10]2[c:11]([Cl:17])[cH:12][c:13]([O:16][CH:29]([C:30](=[O:31])[O:32][CH3:33])[CH3:34])[cH:14][cH:15]2)[c:6]([Cl:8])[cH:7]1.